Dataset: the Open Reaction Database (ORD), a public repository of structured organic reaction records. Task: describe an organic reaction: reactants, conditions, products, and yield Starting materials: C(C1=CC=CC=C1)OC(=O)NC1=CC=C2C3=C(NC2=C1)C(=NC=C3C3=C(C=CC=C3)F)C(=O)OCC (ethyl 7-(benzyloxycarbonylamino)-4-(2-fluorophenyl)-9H-pyrido[3,4-b]indole-1-carboxylate), O.[OH-].[Li+] (lithium hydroxide hydrate). Product: C(C1=CC=CC=C1)OC(=O)NC1=CC=C2C3=C(NC2=C1)C(=NC=C3C3=C(C=CC=C3)F)C(=O)O (7-(Benzyloxycarbonylamino)-4-(2-fluorophenyl)-9H-pyrido[3,4-b]indole-1-carboxylic acid). The solvent is O1CCCC1 (tetrahydrofuran), CO (methanol), O (water). Isolated yield 95.5%. Run at time 1 hour. Procedure details: To a solution of ethyl 7-(benzyloxycarbonylamino)-4-(2-fluorophenyl)-9H-pyrido[3,4-b]indole-1-carboxylate (0.238 g, 0.492 mmol) in tetrahydrofuran (12 mL) and methanol (4 mL) at room temperature was added a solution of lithium hydroxide hydrate (0.083 g, 1.969 mmol) in water (1.8 mL). The mixture was stirred at room temperature for 1 hr, and then concentrated under vacuum. To the residue was added water (5 ml), and the mixture was acidified to pH 5 with 1 N HCl. The precipitating product (0.214 ... Reaction SMILES: [CH2:1]([O:8][C:9]([NH:11][C:12]1[CH:20]=[C:19]2[C:15]([C:16]3[C:24]([C:25]4[CH:30]=[CH:29][CH:28]=[CH:27][C:26]=4[F:31])=[CH:23][N:22]=[C:21]([C:32]([O:34]CC)=[O:33])[C:17]=3[NH:18]2)=[CH:14][CH:13]=1)=[O:10])[C:2]1[CH:7]=[CH:6][CH:5]=[CH:4][CH:3]=1.O.[OH-].[Li+]>O1CCCC1.CO.O>[CH2:1]([O:8][C:9]([NH:11][C:12]1[CH:20]=[C:19]2[C:15]([C:16]3[C:24]([C:25]4[CH:30]=[CH:29][CH:28]=[CH:27][C:26]=4[F:31])=[CH:23][N:22]=[C:21]([C:32]([OH:34])=[O:33])[C:17]=3[NH:18]2)=[CH:14][CH:13]=1)=[O:10])[C:2]1[CH:7]=[CH:6][CH:5]=[CH:4][CH:3]=1 |f:1.2.3|. Starting materials: hydroxy ethyl methacrylate, Example 1, 2-ethyl hexyl methacrylate, C(=C)C1=C(C=CC=C1)C (vinyl toluene), CC(=C)C(=O)OC1C[C@H]2CC[C@@]1(C2(C)C)C (isobornyl methacrylate), C(C)(C)(C)OOC(C)(C)C (ditertiary butylperoxide). Run in C=1(C(=CC=CC1)C)C (xylene). Product: C(C)(=O)OCCCOC (methoxypropyl acetate). Isolated yield 516.1%. RXN SMILES: C(C1C=CC=CC=1C)=C.C[C:11]([C:13]([O:15][CH:16]1[C@@]2(C)C(C)(C)[C@H:18](CC2)[CH2:17]1)=[O:14])=C.[C:26]([O:30]OC(C)(C)C)(C)(C)C>C1(C)C(C)=CC=CC=1>[C:13]([O:15][CH2:16][CH2:17][CH2:18][O:30][CH3:26])(=[O:14])[CH3:11]. Procedure: In the manner comparable with Example 1 3.54 g vinyl toluene, 5.69 g isobornyl methacrylate, 9.20 g 2-ethyl hexyl methacrylate, 7.15 g hydroxy ethyl methacrylate, and 1.28 g ditertiary butylperoxide dissolved in 11.94 g xylene and 5.97 g methoxypropyl acetate were polymerized.